Dataset: the Open Reaction Database (ORD), a public repository of structured organic reaction records. Task: describe an organic reaction: reactants, conditions, products, and yield Reactants: ICCCCCI (1,5-diiodopentane), NC=1C=C(C=C(C(=O)OC)C1)C(=O)OC (dimethyl 5-aminoisophthalate). Yield: 33.0%. Product: N1(CCCCC1)C=1C=C(C=C(C(=O)OC)C1)C(=O)OC (dimethyl 5-(piperidin-1-yl)isophthalate). Reported procedure: 1,5-diiodopentane (0.85 ml, 1.8 g, 5.74 mmol, 3 eq) was added to a stirred solution of dimethyl 5-aminoisophthalate (0.40 g, 1.91 mmol, 1 eq) and DMAP (0.467 g, 3.82 mmol, 2.1 eq) at 100° C. under Ar. After heating overnight the reaction was cooled to room temperature and poured in water. The mixture was extracted with EtOAc (×2). The combined organic extracts were washed with water (×4), brine (×1), and dried over Na2SO4. The inorganics were filtered off, and the solvent was removed in vacuo. P... As a reaction SMILES: I[CH2:2][CH2:3][CH2:4][CH2:5][CH2:6]I.[NH2:8][C:9]1[CH:10]=[C:11]([C:19]([O:21][CH3:22])=[O:20])[CH:12]=[C:13]([CH:18]=1)[C:14]([O:16][CH3:17])=[O:15]>CN(C1C=CN=CC=1)C.O>[N:8]1([C:9]2[CH:18]=[C:13]([C:14]([O:16][CH3:17])=[O:15])[CH:12]=[C:11]([CH:10]=2)[C:19]([O:21][CH3:22])=[O:20])[CH2:6][CH2:5][CH2:4][CH2:3][CH2:2]1. Reagents/catalysts: CN(C)C=1C=CN=CC1 (DMAP). Run in O (water). Starting materials: C(C1=CC=CC=C1)OC1=C(C=C(C=C1)Cl)C1=CC(=NC=C1)N1CCN(CC1)C(=O)OC(C)(C)C (tert-Butyl 4-(4-(2-(benzyloxy)-5-chlorophenyl)pyridin-2-yl)piperazine-1-carboxylate), C([O-])([O-])=O.[K+].[K+] (potassium carbonate), [OH-].C(CCC)[N+](CCCC)(CCCC)CCCC (tetrabutyl ammonium hydroxide), FC(C1=CC=C(C=C1)B(O)O)(F)F (4-(trifluoromethyl)phenylboronic acid), F[B-](F)(F)F.C(C)(C)(C)[PH+](C(C)(C)C)C(C)(C)C (tri-tert-butylphosphonium tetrafluoroborate), C([O-])([O-])=O.[K+].[K+] (potassium carbonate), C(CCC)[N+](CCCC)(CCCC)CCCC (tetrabutyl ammonium), FC(C1=CC=C(C=C1)B(O)O)(F)F (4-(trifluoromethyl)phenylboronic acid), F[B-](F)(F)F.C(C)(C)(C)[PH+](C(C)(C)C)C(C)(C)C (tri-tert-butylphosphonium tetrafluoroborate). The reagents and catalysts are C1=CC(=CC=C1/C(=N\O)/C2=CC=C(C=[C-]2)Cl)Cl.C1=CC(=CC=C1/C(=N\O)/C2=CC=C(C=[C-]2)Cl)Cl.[Cl-].[Cl-].[Pd+2].[Pd+2] (di-μ-chlorobis[5-chloro-2-[(4-chlorophenyl)(hydroxyimino)methyl]phenyl]palladium (II) dimer), C1=CC(=CC=C1/C(=N\O)/C2=CC=C(C=[C-]2)Cl)Cl.C1=CC(=CC=C1/C(=N\O)/C2=CC=C(C=[C-]2)Cl)Cl.[Cl-].[Cl-].[Pd+2].[Pd+2] (di-mu-chlorobis[5-chloro-2-[(4-chlorophenyl)(hydroxyimino)methyl]phenyl]palladium (II) dimer). Solvent: CN(C=O)C (Dimethylformamide), CO (methanol). Run at temperature 130 celsius. Product: C(C1=CC=CC=C1)OC1=C(C=C(C=C1)C1=CC=C(C=C1)C(F)(F)F)C1=CC(=NC=C1)N1CCN(CC1)C(=O)OC(C)(C)C (tert-Butyl 4-(4-(4-(benzyloxy)-4′-(trifluoromethyl)biphenyl-3-yl)pyridin-2-yl)piperazine-1-carboxylate). Isolated yield 48.5%. Reaction SMILES: [CH2:1]([O:8][C:9]1[CH:14]=[CH:13][C:12](Cl)=[CH:11][C:10]=1[C:16]1[CH:21]=[CH:20][N:19]=[C:18]([N:22]2[CH2:27][CH2:26][N:25]([C:28]([O:30][C:31]([CH3:34])([CH3:33])[CH3:32])=[O:29])[CH2:24][CH2:23]2)[CH:17]=1)[C:2]1[CH:7]=[CH:6][CH:5]=[CH:4][CH:3]=1.[F:35][C:36]([F:47])([F:46])[C:37]1[CH:42]=[CH:41][C:40](B(O)O)=[CH:39][CH:38]=1.F[B-](F)(F)F.C([PH+](C(C)(C)C)C(C)(C)C)(C)(C)C.C(=O)([O-])[O-].[K+].[K+].[OH-].C([N+](CCCC)(CCCC)CCCC)CCC.C([N+](CCCC)(CCCC)CCCC)CCC>CO.C1C(/C(/C2[C-]=CC(Cl)=CC=2)=N\O)=CC=C(Cl)C=1.C1C(/C(/C2[C-]=CC(Cl)=CC=2)=N\O)=CC=C(Cl)C=1.[Cl-].[Cl-].[Pd+2].[Pd+2].CN(C)C=O>[CH2:1]([O:8][C:9]1[CH:14]=[CH:13][C:12]([C:40]2[CH:41]=[CH:42][C:37]([C:36]([F:47])([F:46])[F:35])=[CH:38][CH:39]=2)=[CH:11][C:10]=1[C:16]1[CH:21]=[CH:20][N:19]=[C:18]([N:22]2[CH2:27][CH2:26][N:25]([C:28]([O:30][C:31]([CH3:34])([CH3:33])[CH3:32])=[O:29])[CH2:24][CH2:23]2)[CH:17]=1)[C:2]1[CH:7]=[CH:6][CH:5]=[CH:4][CH:3]=1 |f:2.3,4.5.6,7.8,11.12.13.14.15.16|. Reported procedure: tert-Butyl 4-(4-(2-(benzyloxy)-5-chlorophenyl)pyridin-2-yl)piperazine-1-carboxylate (Preparation 116, 1.10 g, 2.29 mmol), 4-(trifluoromethyl)phenylboronic acid (866 mg, 4.58 mmol), di-μ-chlorobis[5-chloro-2-[(4-chlorophenyl)(hydroxyimino)methyl]phenyl]palladium (II) dimer (93 mg, 0.114 mmol), tri-tert-butylphosphonium tetrafluoroborate (66 mg, 0.228 mmol), potassium carbonate (635 mg, 4.60 mmol) and tetrabutyl ammonium hydroxide (1M in methanol, 0.46 mL, 0.46 mmol) were combined in a microwave v... Procedure details: A mixture of methyl 2-bromo-3-methoxypropanoate (132.0 mg, 0.66 mmol), 3,3-difluoropyrrolidine (70.6 mg, 0.66 mmol) and K2CO3 (91.2 mg, 0.66 mmol) in DMF (2 mL) was heated at 90° C. for 3 hours. The mixture was subjected to standard aqueous workup to afford a residue which was dissolved in THF/MeOH/H2O (3:2:1, 5 mL). LiOH (6N, 3.3 mmol) was added and the resulting mixture was stirred at room temperature for 30 minutes. The solution was acidified to pH5 by addition of 6N HCl. All solvents were re... As a reaction SMILES: Br[CH:2]([CH2:7][O:8][CH3:9])[C:3]([O:5]C)=[O:4].[F:10][C:11]1([F:16])[CH2:15][CH2:14][NH:13][CH2:12]1.C([O-])([O-])=O.[K+].[K+].[Li+].[OH-].Cl>CN(C=O)C.C1COCC1.CO.O>[F:10][C:11]1([F:16])[CH2:15][CH2:14][N:13]([CH:2]([CH2:7][O:8][CH3:9])[C:3]([OH:5])=[O:4])[CH2:12]1 |f:2.3.4,5.6,9.10.11|. Yields the product FC1(CN(CC1)C(C(=O)O)COC)F (2-(3,3-difluoropyrrolidin-1-yl)-3-methoxypropanoic acid). The reactants are [Li+].[OH-] (LiOH), BrC(C(=O)OC)COC (methyl 2-bromo-3-methoxypropanoate), FC1(CNCC1)F (3,3-difluoropyrrolidine), C(=O)([O-])[O-].[K+].[K+] (K2CO3), Cl (HCl). Run at temperature 90 celsius, time 30 minute. The solvent is CN(C)C=O (DMF), C1CCOC1.CO.O (THF MeOH H2O). The reactants are C(C)OC=1C=C(C=O)C=C(C1OCC1=CC(=CC=C1)OC)[N+](=O)[O-] (3-ethoxy-4-(3-methoxy-benzyloxy)-5-nitro-benzaldehyde), C/C(=C\C#N)/N (3-aminocrotonitrile), C(CC)C1CC(CC(C1)=O)=O (5-propylcylcohexane-1,3-dione). The solvent is C(C)O (ethanol). Conditions: temperature 80 celsius, time 17 hour. Product: C(C)OC=1C=C(C=C(C1OCC1=CC(=CC=C1)OC)[N+](=O)[O-])C1C(=C(NC=2CC(CC(C12)=O)CCC)C)C#N (4-[3-Ethoxy-4-(3-methoxy-benzyloxy)-5-nitro-phenyl]-2-methyl-5-oxo-7-propyl-1,4,5,6,7,8-hexahydro-quinoline-3-carbonitrile). RXN SMILES: [CH2:1]([O:3][C:4]1[CH:5]=[C:6]([CH:9]=[C:10]([N+:22]([O-:24])=[O:23])[C:11]=1[O:12][CH2:13][C:14]1[CH:19]=[CH:18][CH:17]=[C:16]([O:20][CH3:21])[CH:15]=1)[CH:7]=O)[CH3:2].[CH3:25]/[C:26](/[NH2:30])=[CH:27]\[C:28]#[N:29].[CH2:31]([CH:34]1[CH2:39][C:38](=[O:40])[CH2:37][C:36](=O)[CH2:35]1)[CH2:32][CH3:33]>C(O)C>[CH2:1]([O:3][C:4]1[CH:5]=[C:6]([CH:7]2[C:37]3[C:38](=[O:40])[CH2:39][CH:34]([CH2:31][CH2:32][CH3:33])[CH2:35][C:36]=3[NH:30][C:26]([CH3:25])=[C:27]2[C:28]#[N:29])[CH:9]=[C:10]([N+:22]([O-:24])=[O:23])[C:11]=1[O:12][CH2:13][C:14]1[CH:19]=[CH:18][CH:17]=[C:16]([O:20][CH3:21])[CH:15]=1)[CH3:2]. Procedure details: A mixture of 3-ethoxy-4-(3-methoxy-benzyloxy)-5-nitro-benzaldehyde (40 mg), 3-aminocrotonitrile (10 mg) and 5-propylcylcohexane-1,3-dione (19 mg) in ethanol (2 ml) was stirred at 80° C. for 17 h. The mixture was concentrated in vacuo. The residue was purified by chromatography on silicagel in heptane/ethyl acetate 1/1 (v/v) as eluent. Starting materials: C(C)(=O)[O-].[NH4+] (ammonium acetate), C(#N)CC(=O)OC (methyl cyanoacetate), CC(C(C)=O)C (3-methyl-butan-2-one), [N+](=O)([O-])C1=CC=C(C=O)C=C1 (4-nitrobenzaldehyde). Yields the product C(C)(C)C1=CC(=C(C(N1)=O)C#N)C1=CC=C(C=C1)[N+](=O)[O-] (6-isopropyl-4-(4-nitro-phenyl)-2-oxo-1,2-dihydro-pyridine-3-carbonitrile). Reaction SMILES: C([O-])(=O)C.[NH4+:5].[C:6]([CH2:8][C:9]([O:11]C)=O)#[N:7].[CH3:13][CH:14]([CH3:18])[C:15](=O)[CH3:16].[N+:19]([C:22]1[CH:29]=[CH:28][C:25]([CH:26]=O)=[CH:24][CH:23]=1)([O-:21])=[O:20]>>[CH:14]([C:15]1[NH:5][C:9](=[O:11])[C:8]([C:6]#[N:7])=[C:26]([C:25]2[CH:28]=[CH:29][C:22]([N+:19]([O-:21])=[O:20])=[CH:23][CH:24]=2)[CH:16]=1)([CH3:18])[CH3:13] |f:0.1|. Procedure details: In analogy to the procedure described for Example 3a, reaction of 61.7 g ammonium acetate, 10.67 mL methyl cyanoacetate, 10.71 mL 3-methyl-butan-2-one, and 15.12 g 4-nitrobenzaldehyde yielded 4.24 g product.